From a dataset of the Open Reaction Database (ORD), a public repository of structured organic reaction records. describe an organic reaction: reactants, conditions, products, and yield Starting materials: C(#N)C=1N=C(NC1C=1C(=CC(=C(C(=O)O)C1)C)C)CO (5-(4-cyano-2-(hydroxymethyl)-1H-imidazol-5-yl)-2,4-dimethylbenzoic acid), CC1=C(C=C(C(=O)OC)C=C1)B1OC(C(O1)(C)C)(C)C (Methyl 4-methyl-3-(4,4,5,5-tetramethyl-1,3,2-dioxaborolan-2-yl)benzoate), CC1=C(C=C(C(=O)OC)C=C1)B1OC(C(O1)(C)C)(C)C (Methyl 4-methyl-3-(4,4,5,5-tetramethyl-1,3,2-dioxaborolan-2-yl)benzoate), CC1=C(C(=O)OC)C=C(C(=C1)C)B1OC(C(O1)(C)C)(C)C (methyl 2,4-dimethyl-5-(4,4,5,5-tetramethyl-1,3,2-dioxaborolan-2-yl)benzoate). Yields the product C(#N)C=1N=C(NC1C=1C=C(C(=O)O)C=CC1C)CO (3-(4-Cyano-2-(hydroxymethyl)-1H-imidazol-5-yl)-4-methylbenzoic acid). Reaction SMILES: [C:1]([C:3]1[N:4]=[C:5]([CH2:19][OH:20])[NH:6][C:7]=1[C:8]1[C:9]([CH3:18])=[CH:10][C:11](C)=[C:12]([CH:16]=1)[C:13]([OH:15])=[O:14])#[N:2].CC1C=CC(C(OC)=O)=CC=1B1OC(C)(C)C(C)(C)O1.CC1C=C(C)C(B2OC(C)(C)C(C)(C)O2)=CC=1C(OC)=O>>[C:1]([C:3]1[N:4]=[C:5]([CH2:19][OH:20])[NH:6][C:7]=1[C:8]1[CH:16]=[C:12]([CH:11]=[CH:10][C:9]=1[CH3:18])[C:13]([OH:15])=[O:14])#[N:2]. Reported procedure: The title compound was prepared using standard chemical manipulations and procedures similar to those used for the preparation of compound 219.6, except methyl 4-methyl-3-(4,4,5,5-tetramethyl-1,3,2-dioxaborolan-2-yl)benzoate (compound 5.4) was used in place of methyl 2,4-dimethyl-5-(4,4,5,5-tetramethyl-1,3,2-dioxaborolan-2-yl)benzoate (compound 160.1). Reactants: CCCCCC(C(C=CC(=O)CCCCCCC(O[SiH](C)C)C(=O)OC(C)(C)C)C(C)(C)C)C(C)(C)C, Cl, C1CCOC1. Product: CCCCCC(C(C=CC(O)CCCCCCC(O[SiH](C)C)C(=O)OC(C)(C)C)C(C)(C)C)C(C)(C)C. Reaction SMILES: [C:1]([CH3:2])([CH3:3])([CH3:4])[O:5][C:6]([CH:7]([CH2:8][CH2:9][CH2:10][CH2:11][CH2:12][CH2:13][C:14]([CH:15]=[CH:16][CH:17]([CH:18]([CH2:19][CH2:20][CH2:21][CH2:22][CH3:23])[C:24]([CH3:25])([CH3:26])[CH3:27])[C:28]([CH3:29])([CH3:30])[CH3:31])=[O:32])[O:33][SiH:34]([CH3:35])[CH3:36])=[O:37].[ClH:38].[O:39]1[CH2:40][CH2:41][CH2:42][CH2:43]1>>[C:1]([CH3:2])([CH3:3])([CH3:4])[O:5][C:6]([CH:7]([CH2:8][CH2:9][CH2:10][CH2:11][CH2:12][CH2:13][CH:14]([CH:15]=[CH:16][CH:17]([CH:18]([CH2:19][CH2:20][CH2:21][CH2:22][CH3:23])[C:24]([CH3:25])([CH3:26])[CH3:27])[C:28]([CH3:29])([CH3:30])[CH3:31])[OH:32])[O:33][SiH:34]([CH3:35])[CH3:36])=[O:37]. Reaction conditions: time 30 minute. Reported procedure: At room temperature, 10 g (0.05 mol) of 4-sulfamoylbenzoic acid are dissolved in 100 ml of tetrahydrofuran and admixed with 8.1 g (0.05 mol) of N,N′-carbonyldiimidazole. After 30 minutes at room temperature and a further 30 minutes at reflux temperature, 2.9 g (0.05 mol) of propylamine are added at room temperature. After 2 hours, the reaction mixture is concentrated and stirred with water, the precipitate is filtered off with suction and dried. The product is C(CC)NC(C1=CC=C(C=C1)S(N)(=O)=O)=O (N-propyl4-sulfamoylbenzamide). Starting materials: N,N′-carbonyldiimidazole, S(N)(=O)(=O)C1=CC=C(C(=O)O)C=C1 (4-sulfamoylbenzoic acid), C(CC)N (propylamine). RXN SMILES: [S:1]([C:5]1[CH:13]=[CH:12][C:8]([C:9]([OH:11])=O)=[CH:7][CH:6]=1)(=[O:4])(=[O:3])[NH2:2].[CH2:14]([NH2:17])[CH2:15][CH3:16]>O1CCCC1>[CH2:14]([NH:17][C:9](=[O:11])[C:8]1[CH:7]=[CH:6][C:5]([S:1](=[O:3])(=[O:4])[NH2:2])=[CH:13][CH:12]=1)[CH2:15][CH3:16]. Solvent: O1CCCC1 (tetrahydrofuran).